Dataset: the Open Reaction Database (ORD), a public repository of structured organic reaction records. Task: describe an organic reaction: reactants, conditions, products, and yield The reactants are O=C(Cl)OCc1ccccc1, CCOC(C)=O, O=C1CNCCN1, [Na+], [Na+], O=C([O-])[O-], O. Yields the product O=C1CN(C(=O)OCc2ccccc2)CCN1. Reaction SMILES: [C:8]([O:9][CH2:10][c:11]1[cH:12][cH:13][cH:14][cH:15][cH:16]1)(=[O:17])[Cl:18].[CH3:25][CH2:26][O:27][C:28](=[O:29])[CH3:30].[NH:1]1[C:2](=[O:7])[CH2:3][NH:4][CH2:5][CH2:6]1.[Na+:19].[Na+:20].[O-:21][C:22](=[O:23])[O-:24].[OH2:31]>>[NH:1]1[C:2](=[O:7])[CH2:3][N:4]([C:8]([O:9][CH2:10][c:11]2[cH:12][cH:13][cH:14][cH:15][cH:16]2)=[O:17])[CH2:5][CH2:6]1. Reaction SMILES: [CH3:23][NH:24][CH3:25].[CH3:26][OH:27].[Cl:1][c:2]1[n:3][c:4]([Cl:22])[c:5]2[c:6]([n:7]1)[CH:8]([c:11]1[cH:12][cH:13][c:14]([O:17][C:18]([F:19])([F:20])[F:21])[cH:15][cH:16]1)[CH2:9][CH2:10]2>>[Cl:1][c:2]1[n:3][c:4]([N:24]([CH3:23])[CH3:25])[c:5]2[c:6]([n:7]1)[CH:8]([c:11]1[cH:12][cH:13][c:14]([O:17][C:18]([F:19])([F:20])[F:21])[cH:15][cH:16]1)[CH2:9][CH2:10]2. The product is CN(C)c1nc(Cl)nc2c1CCC2c1ccc(OC(F)(F)F)cc1. Starting materials: CNC, CO, FC(F)(F)Oc1ccc(C2CCc3c(Cl)nc(Cl)nc32)cc1. The reactants are N(=[N+]=[N-])CCCCC(=O)O (5-azidopentanoic acid), S(=O)(Cl)Cl (thionyl chloride). Conditions: temperature 60 celsius, time 2 hour. Product: N(=[N+]=[N-])CCCCC(=O)Cl (5-azidopentanoyl chloride). Reaction SMILES: [N:1]([CH2:4][CH2:5][CH2:6][CH2:7][C:8]([OH:10])=O)=[N+:2]=[N-:3].S(Cl)([Cl:13])=O>>[N:1]([CH2:4][CH2:5][CH2:6][CH2:7][C:8]([Cl:13])=[O:10])=[N+:2]=[N-:3]. Procedure details: In a one neck round bottom flask containing 5-azidopentanoic acid (0.88 g, 0.068 mol) was added thionyl chloride (7.35 ml, 0.102 mol). The reaction mixture was stirred at 60° C. for 2 h and the thionyl chloride was evaporated under reduced pressure to give crude 5-azidopentanoyl chloride. The distillation of crude acyl chloride gave a colorless liquid; 6.93 (62%), bp 111°-4° C. (1.2-1.4 mm); ir (neat) νmax : 2100 (N3) and 1800 cm-1 (C=O); 1Hmr (CDCl3) δ: 3.37 (2H,δ-H), 3.00 (2H, α-H) and 2.1-1.2... Starting materials: CC(C)(C)OC(=O)C=Cc1ccc(OCc2ccccc2)cc1C=O, CC=C(C)C, CC(C)(C)O, [O-][Cl+][O-], [Na+], O. Yields the product CC(C)(C)OC(=O)C=Cc1ccc(OCc2ccccc2)cc1C(=O)O. Reaction SMILES: [C:1]([CH3:2])([CH3:3])([CH3:4])[O:5][C:6]([CH:7]=[CH:8][c:9]1[c:10]([CH:23]=[O:24])[cH:11][c:12]([O:15][CH2:16][c:17]2[cH:18][cH:19][cH:20][cH:21][cH:22]2)[cH:13][cH:14]1)=[O:25].[CH3:26][C:27](=[CH:28][CH3:29])[CH3:30].[CH3:35][C:36]([OH:37])([CH3:38])[CH3:39].[Cl+:31]([O-:32])[O-:33].[Na+:34].[OH2:40]>>[C:1]([CH3:2])([CH3:3])([CH3:4])[O:5][C:6]([CH:7]=[CH:8][c:9]1[c:10]([C:23](=[O:24])[OH:32])[cH:11][c:12]([O:15][CH2:16][c:17]2[cH:18][cH:19][cH:20][cH:21][cH:22]2)[cH:13][cH:14]1)=[O:25]. The reactants are Cc1cc(C(=O)Nc2ccc(C(F)(F)F)cc2)ccc1C#N, CI, [H-], [Na+], CN(C)C=O. Product: Cc1cc(C(=O)N(C)c2ccc(C(F)(F)F)cc2)ccc1C#N. Reaction SMILES: [C:1](#[N:2])[c:3]1[c:4]([CH3:22])[cH:5][c:6]([C:7](=[O:8])[NH:9][c:10]2[cH:11][cH:12][c:13]([C:16]([F:17])([F:18])[F:19])[cH:14][cH:15]2)[cH:20][cH:21]1.[CH3:25][I:26].[H-:23].[Na+:24].[O:27]=[CH:28][N:29]([CH3:30])[CH3:31]>>[C:1](#[N:2])[c:3]1[c:4]([CH3:22])[cH:5][c:6]([C:7](=[O:8])[N:9]([c:10]2[cH:11][cH:12][c:13]([C:16]([F:17])([F:18])[F:19])[cH:14][cH:15]2)[CH3:25])[cH:20][cH:21]1. The reactants are CC(=O)OC(C)CCCCn1c(=O)c2nc3n(c2n(C)c1=O)CCN3, CCOCC, CO, Cl. The product is CC(O)CCCCn1c(=O)c2nc3n(c2n(C)c1=O)CCN3. Reaction SMILES: [C:1](=[O:2])([CH3:3])[O:4][CH:5]([CH2:6][CH2:7][CH2:8][CH2:9][n:10]1[c:11](=[O:24])[n:12]([CH3:23])[c:13]2[n:14]3[c:15]([n:16][c:17]2[c:18]1=[O:19])[NH:20][CH2:21][CH2:22]3)[CH3:25].[CH3:27][CH2:28][O:29][CH2:30][CH3:31].[CH3:32][OH:33].[ClH:26]>>[OH:4][CH:5]([CH2:6][CH2:7][CH2:8][CH2:9][n:10]1[c:11](=[O:24])[n:12]([CH3:23])[c:13]2[n:14]3[c:15]([n:16][c:17]2[c:18]1=[O:19])[NH:20][CH2:21][CH2:22]3)[CH3:25]. Starting materials: CC(C)(C)OC(=O)N1CC(F)CC1C=O, CCCC[B+]CCCC, CC(C)C1COC(=O)N1C(=O)CCc1ccccc1, CCN(C(C)C)C(C)C, ClCCl, O=P([O-])([O-])[O-], O=S(=O)([O-])C(F)(F)F. The product is CC(C)C1COC(=O)N1C(=O)C(Cc1ccccc1)C(O)C1CC(F)CN1C(=O)OC(C)(C)C. RXN SMILES: [C:46]([CH3:47])([CH3:48])([CH3:49])[O:50][C:51](=[O:52])[N:53]1[CH:54]([CH:59]=[O:60])[CH2:55][CH:56]([F:58])[CH2:57]1.[CH2:9]([B+:10][CH2:11][CH2:12][CH2:13][CH3:14])[CH2:15][CH2:16][CH3:17].[CH:18]([CH3:19])([CH3:20])[CH:21]1[N:22]([C:27]([CH2:28][CH2:29][c:30]2[cH:31][cH:32][cH:33][cH:34][cH:35]2)=[O:36])[C:23](=[O:26])[O:24][CH2:25]1.[CH:37]([N:38]([CH2:39][CH3:40])[CH:41]([CH3:42])[CH3:43])([CH3:44])[CH3:45].[Cl:66][CH2:67][Cl:68].[O-:61][P:62](=[O:63])([O-:64])[O-:65].[S:1]([O-:2])([C:3]([F:4])([F:5])[F:6])(=[O:7])=[O:8]>>[CH:18]([CH3:19])([CH3:20])[CH:21]1[N:22]([C:27]([CH:28]([CH2:29][c:30]2[cH:31][cH:32][cH:33][cH:34][cH:35]2)[CH:59]([CH:54]2[N:53]([C:51]([O:50][C:46]([CH3:47])([CH3:48])[CH3:49])=[O:52])[CH2:57][CH:56]([F:58])[CH2:55]2)[OH:60])=[O:36])[C:23](=[O:26])[O:24][CH2:25]1. As a reaction SMILES: [Br:1][CH2:2][c:3]1[c:4]([F:10])[cH:5][c:6]([F:9])[cH:7][cH:8]1.[C:11]([CH3:12])([CH3:13])([CH3:14])[S:15][C:16]([CH2:17][C:18]([CH3:19])=[O:20])=[O:21]>>[CH2:2]([c:3]1[c:4]([F:10])[cH:5][c:6]([F:9])[cH:7][cH:8]1)[CH:17]([C:16]([S:15][C:11]([CH3:12])([CH3:13])[CH3:14])=[O:21])[C:18]([CH3:19])=[O:20]. The product is CC(=O)C(Cc1ccc(F)cc1F)C(=O)SC(C)(C)C. Starting materials: Fc1ccc(CBr)c(F)c1, CC(=O)CC(=O)SC(C)(C)C.